This data is from the Open Reaction Database (ORD), a public repository of structured organic reaction records. The task is: describe an organic reaction: reactants, conditions, products, and yield Solvent: CN(C)C=O (DMF). Isolated yield 47.2%. Starting materials: FC1=CC=C2C(=CN(C2=C1)S(=O)(=O)C1=CC=CC=C1)C=1C=NN(C1)CC1CCNCC1 (6-fluoro-1-(phenylsulfonyl)-3-(1-(piperidin-4-ylmethyl)-1H-pyrazol-4-yl)-1H-indole), FC1=CC=C2C(=CN(C2=C1)S(=O)(=O)C1=CC=CC=C1)C=1C=NN(C1)CC1CCNCC1 (6-fluoro-1-(phenylsulfonyl)-3-(1-(piperidin-4-ylmethyl)-1H-pyrazol-4-yl)-1H-indole), C(=O)([O-])[O-].[K+].[K+] (K2CO3), FC(C1OC1)(F)F (2-(trifluoromethyl)oxirane), O (water). Yields the product FC(C(CN1CCC(CC1)CN1N=CC(=C1)C1=CN(C2=CC(=CC=C12)F)S(=O)(=O)C1=CC=CC=C1)O)(F)F (1,1,1-trifluoro-3-(4-((4-(6-fluoro-1-(phenylsulfonyl)-1H-indol-3-yl)-1H-pyrazol-1-yl)methyl)piperidin-1-yl)propan-2-ol). Procedure: A mixture of 6-fluoro-1-(phenylsulfonyl)-3-(1-(piperidin-4-ylmethyl)-1H-pyrazol-4-yl)-1H-indole (Intermediate 21; 111 mg; 0.25 mmol), K2CO3 (35 mg; 0.25 mmol) and 2-(trifluoromethyl)oxirane (142 mg; 1.27 mmol) in DMF (10 mL) was stirred overnight under nitrogen. The reaction mixture was added water (20 mL) and extracted with EtOAc (50 mL×2). The combined organic layers were dried over anhydrous Na2SO4, filtered, concentrated, and purified by reverse phase flash chromatograph to afford 65 mg (47%... RXN SMILES: [F:1][C:2]1[CH:10]=[C:9]2[C:5]([C:6]([C:20]3[CH:21]=[N:22][N:23]([CH2:25][CH:26]4[CH2:31][CH2:30][NH:29][CH2:28][CH2:27]4)[CH:24]=3)=[CH:7][N:8]2[S:11]([C:14]2[CH:19]=[CH:18][CH:17]=[CH:16][CH:15]=2)(=[O:13])=[O:12])=[CH:4][CH:3]=1.C([O-])([O-])=O.[K+].[K+].[F:38][C:39]([F:44])([F:43])[CH:40]1[CH2:42][O:41]1.O>CN(C=O)C>[F:38][C:39]([F:44])([F:43])[CH:40]([OH:41])[CH2:42][N:29]1[CH2:30][CH2:31][CH:26]([CH2:25][N:23]2[CH:24]=[C:20]([C:6]3[C:5]4[C:9](=[CH:10][C:2]([F:1])=[CH:3][CH:4]=4)[N:8]([S:11]([C:14]4[CH:15]=[CH:16][CH:17]=[CH:18][CH:19]=4)(=[O:12])=[O:13])[CH:7]=3)[CH:21]=[N:22]2)[CH2:27][CH2:28]1 |f:1.2.3|. Reaction conditions: time 8 hour. The reactants are C(C)OC(CC=1C=C(C(=CC1)OC)C1=C(C=C(C=C1)C=1C=NN(C1)C)CNCC)=O ([2′-ethylaminomethyl-6-methoxy-4′-(1-methyl-1H-pyrazol-4-yl)-biphenyl-3-yl]-acetic acid ethyl ester), C1(CC1)C(=O)Cl (cyclopropanecarbonyl chloride). Yields the product C(C)OC(CC=1C=C(C(=CC1)OC)C1=C(C=C(C=C1)C=1C=NN(C1)C)CN(CC)C(=O)C1CC1)=O ([2′-[(Cyclopropanecarbonyl-ethyl-amino)-methyl]-6-methoxy-4′-(1-methyl-1H-pyrazol-4-yl)-biphenyl-3-yl]-acetic acid ethyl ester). RXN SMILES: [CH2:1]([O:3][C:4](=[O:30])[CH2:5][C:6]1[CH:7]=[C:8]([C:14]2[CH:19]=[CH:18][C:17]([C:20]3[CH:21]=[N:22][N:23]([CH3:25])[CH:24]=3)=[CH:16][C:15]=2[CH2:26][NH:27][CH2:28][CH3:29])[C:9]([O:12][CH3:13])=[CH:10][CH:11]=1)[CH3:2].[CH:31]1([C:34](Cl)=[O:35])[CH2:33][CH2:32]1>>[CH2:1]([O:3][C:4](=[O:30])[CH2:5][C:6]1[CH:7]=[C:8]([C:14]2[CH:19]=[CH:18][C:17]([C:20]3[CH:21]=[N:22][N:23]([CH3:25])[CH:24]=3)=[CH:16][C:15]=2[CH2:26][N:27]([C:34]([CH:31]2[CH2:33][CH2:32]2)=[O:35])[CH2:28][CH3:29])[C:9]([O:12][CH3:13])=[CH:10][CH:11]=1)[CH3:2]. Reported procedure: Prepared according to the procedure described in Example 1, Step 6, using the following starting materials: [2′-ethylaminomethyl-6-methoxy-4′-(1-methyl-1H-pyrazol-4-yl)-biphenyl-3-yl]-acetic acid ethyl ester and cyclopropanecarbonyl chloride. The reactants are CC(=O)c1ccc(C(=O)O)s1, CC(C)(C)O, CCN=C=NCCCN(C)C, CN(C)c1ccncc1, O. The product is CC(=O)c1ccc(C(=O)OC(C)(C)C)s1. As a reaction SMILES: [C:1]([CH3:2])(=[O:3])[c:4]1[cH:5][cH:6][c:7]([C:9](=[O:10])[OH:11])[s:8]1.[CH3:12][C:13]([CH3:14])([CH3:15])[OH:16].[CH3:17][CH2:18][N:19]=[C:20]=[N:21][CH2:22][CH2:23][CH2:24][N:25]([CH3:26])[CH3:27].[CH3:28][N:29]([c:30]1[cH:31][cH:32][n:33][cH:34][cH:35]1)[CH3:36].[OH2:37]>>[C:1]([CH3:2])(=[O:3])[c:4]1[cH:5][cH:6][c:7]([C:9](=[O:10])[O:11][C:13]([CH3:12])([CH3:14])[CH3:15])[s:8]1.